This data is from the Open Reaction Database (ORD), a public repository of structured organic reaction records. The task is: describe an organic reaction: reactants, conditions, products, and yield Starting materials: Cc1ccc(C)c(Br)c1, C#Cc1ccc(CCC(=O)OC)cc1. Product: COC(=O)CCc1ccc(C#Cc2cc(C)ccc2C)cc1. As a reaction SMILES: [Br:15][c:16]1[c:17]([CH3:23])[cH:18][cH:19][c:20]([CH3:22])[cH:21]1.[C:1](#[CH:2])[c:3]1[cH:4][cH:5][c:6]([CH2:9][CH2:10][C:11](=[O:12])[O:13][CH3:14])[cH:7][cH:8]1>>[C:1](#[C:2][c:16]1[c:17]([CH3:23])[cH:18][cH:19][c:20]([CH3:22])[cH:21]1)[c:3]1[cH:4][cH:5][c:6]([CH2:9][CH2:10][C:11](=[O:12])[O:13][CH3:14])[cH:7][cH:8]1. Procedure details: Under nitrogen, 540 mg (2 mmol) of 4-(3-bromo-4-methoxyphenyl)pyrrolidin-2-one in 10 ml of dimethylformamide is combined with 60 mg (2 mmol) of sodium hydride. After 20 minutes of stirring, after cooling to 0° C., 300 mg (2 mmol) of tert-butyldimethylsilyl chloride in 5 ml of dimethylformamide is added dropwise and the mixture stirred at 0° C. for 30 minutes as well as at room temperature for 30 minutes. After concentration, the mixture is distributed in ethyl acetate/water. The ethyl acetate ph... Solvent: CN(C=O)C (dimethylformamide), CN(C=O)C (dimethylformamide). As a reaction SMILES: [Br:1][C:2]1[CH:3]=[C:4]([CH:10]2[CH2:14][NH:13][C:12](=[O:15])[CH2:11]2)[CH:5]=[CH:6][C:7]=1[O:8][CH3:9].[H-].[Na+].[Si:18](Cl)([C:21]([CH3:24])([CH3:23])[CH3:22])([CH3:20])[CH3:19]>CN(C)C=O>[Br:1][C:2]1[CH:3]=[C:4]([CH:10]2[CH2:14][N:13]([Si:18]([C:21]([CH3:24])([CH3:23])[CH3:22])([CH3:20])[CH3:19])[C:12](=[O:15])[CH2:11]2)[CH:5]=[CH:6][C:7]=1[O:8][CH3:9] |f:1.2|. Starting materials: BrC=1C=C(C=CC1OC)C1CC(NC1)=O (4-(3-bromo-4-methoxyphenyl)pyrrolidin-2-one), [H-].[Na+] (sodium hydride), [Si](C)(C)(C(C)(C)C)Cl (tert-butyldimethylsilyl chloride). Yield: 54.6%. Conditions: temperature 0 celsius, time 20 minute. Yields the product BrC=1C=C(C=CC1OC)C1CC(N(C1)[Si](C)(C)C(C)(C)C)=O (4-(3-bromo-4-methoxyphenyl)-1-tert-butyldimethylsilylpyrrolidin-2-one).